Dataset: the Open Reaction Database (ORD), a public repository of structured organic reaction records. Task: describe an organic reaction: reactants, conditions, products, and yield Starting materials: Cc1ccc(-c2cc(CCC=O)nn2C(C)(C)C)cc1, CCN(C(C)C)C(C)C, Fc1ccccc1N1CCNCC1. The product is Cc1ccc(-c2cc(CCCN3CCN(c4ccccc4F)CC3)nn2C(C)(C)C)cc1. RXN SMILES: [C:1]([CH3:2])([CH3:3])([CH3:4])[n:5]1[n:6][c:7]([CH2:17][CH2:18][CH:19]=[O:20])[cH:8][c:9]1-[c:10]1[cH:11][cH:12][c:13]([CH3:16])[cH:14][cH:15]1.[CH:34]([N:35]([CH2:36][CH3:37])[CH:38]([CH3:39])[CH3:40])([CH3:41])[CH3:42].[F:21][c:22]1[c:23]([N:28]2[CH2:29][CH2:30][NH:31][CH2:32][CH2:33]2)[cH:24][cH:25][cH:26][cH:27]1>>[C:1]([CH3:2])([CH3:3])([CH3:4])[n:5]1[n:6][c:7]([CH2:17][CH2:18][CH2:19][N:31]2[CH2:30][CH2:29][N:28]([c:23]3[c:22]([F:21])[cH:27][cH:26][cH:25][cH:24]3)[CH2:33][CH2:32]2)[cH:8][c:9]1-[c:10]1[cH:11][cH:12][c:13]([CH3:16])[cH:14][cH:15]1. Starting materials: Brc1cccc(OCC2CCCCCC2)c1, C=CCNC(=O)C(F)(F)F. Yields the product O=C(NCC=Cc1cccc(OCC2CCCCCC2)c1)C(F)(F)F. RXN SMILES: [Br:1][c:2]1[cH:3][c:4]([O:5][CH2:6][CH:7]2[CH2:8][CH2:9][CH2:10][CH2:11][CH2:12][CH2:13]2)[cH:14][cH:15][cH:16]1.[CH2:17]([CH:18]=[CH2:19])[NH:20][C:21]([C:22]([F:23])([F:24])[F:25])=[O:26]>>[c:2]1([CH:19]=[CH:18][CH2:17][NH:20][C:21]([C:22]([F:23])([F:24])[F:25])=[O:26])[cH:3][c:4]([O:5][CH2:6][CH:7]2[CH2:8][CH2:9][CH2:10][CH2:11][CH2:12][CH2:13]2)[cH:14][cH:15][cH:16]1. Starting materials: Cl.CN(C1=CC=C(C=C1)[C@H]1[C@@H](CNCC1)COC1=CC=C(C=C1)C(F)(F)F)C ((+-) trans 4-(4-dimethylaminophenyl)-3-(4-trifluoromethylphenoxymethyl) piperidine, hydrochloride), BrC1CCCC1 (bromocyclopentane), C(=O)([O-])[O-].[K+].[K+] (K2CO3). Yields the product Cl.C1(CCCC1)N1C[C@H]([C@@H](CC1)C1=CC=C(C=C1)N(C)C)COC1=CC=C(C=C1)C(F)(F)F ((+-) trans 1-cyclopentyl-4-(4-dimethylaminophenyl)-3-(4-trifluoromethylphenoxymethyl)piperidine, hydrochloride). RXN SMILES: [ClH:1].[CH3:2][N:3]([CH3:28])[C:4]1[CH:9]=[CH:8][C:7]([C@@H:10]2[CH2:15][CH2:14][NH:13][CH2:12][C@H:11]2[CH2:16][O:17][C:18]2[CH:23]=[CH:22][C:21]([C:24]([F:27])([F:26])[F:25])=[CH:20][CH:19]=2)=[CH:6][CH:5]=1.Br[CH:30]1[CH2:34][CH2:33][CH2:32][CH2:31]1.C([O-])([O-])=O.[K+].[K+]>>[ClH:1].[CH:30]1([N:13]2[CH2:14][CH2:15][C@@H:10]([C:7]3[CH:8]=[CH:9][C:4]([N:3]([CH3:28])[CH3:2])=[CH:5][CH:6]=3)[C@H:11]([CH2:16][O:17][C:18]3[CH:19]=[CH:20][C:21]([C:24]([F:27])([F:25])[F:26])=[CH:22][CH:23]=3)[CH2:12]2)[CH2:34][CH2:33][CH2:32][CH2:31]1 |f:0.1,3.4.5,6.7|. Reported procedure: Prepared from (41) (1.5 g), bromocyclopentane (0.80 g) and K2CO3 (1 g). Reflux for 21 h. Purification of the crude product on silica gel column. Yield of (68) 11%. M.p. 205.8°-206.2° C.